From a dataset of the Open Reaction Database (ORD), a public repository of structured organic reaction records. describe an organic reaction: reactants, conditions, products, and yield The reactants are C=O, C1CCOC1, O=CO, CCCC(NC(=O)Cc1cc(F)cc(F)c1)C(=O)Nc1cn(C2CCNCC2)cn1, O. Product: CCCC(NC(=O)Cc1cc(F)cc(F)c1)C(=O)Nc1cn(C2CCN(C)CC2)cn1. RXN SMILES: [CH2:32]=[O:33].[CH2:37]1[O:38][CH2:39][CH2:40][CH2:41]1.[CH:34]([OH:35])=[O:36].[NH:1]1[CH2:2][CH2:3][CH:4]([n:7]2[cH:8][n:9][c:10]([NH:12][C:13]([CH:14]([CH2:15][CH2:16][CH3:17])[NH:18][C:19]([CH2:20][c:21]3[cH:22][c:23]([F:28])[cH:24][c:25]([F:27])[cH:26]3)=[O:29])=[O:30])[cH:11]2)[CH2:5][CH2:6]1.[OH2:31]>>[N:1]1([CH3:34])[CH2:2][CH2:3][CH:4]([n:7]2[cH:8][n:9][c:10]([NH:12][C:13]([CH:14]([CH2:15][CH2:16][CH3:17])[NH:18][C:19]([CH2:20][c:21]3[cH:22][c:23]([F:28])[cH:24][c:25]([F:27])[cH:26]3)=[O:29])=[O:30])[cH:11]2)[CH2:5][CH2:6]1.